From a dataset of the Open Reaction Database (ORD), a public repository of structured organic reaction records. describe an organic reaction: reactants, conditions, products, and yield Starting materials: CCCCCC1OC1CO, CCCCCCCCOc1ccc(-c2ccc(O)c(F)n2)cc1, CCOC(=O)N=NC(=O)OCC, C1CCOC1, c1ccc(P(c2ccccc2)c2ccccc2)cc1. Yields the product CCCCCCCCOc1ccc(-c2ccc(OCC3OC3CCCCC)c(F)n2)cc1. RXN SMILES: [CH2:55]([CH2:56][CH2:57][CH2:58][CH3:59])[CH:60]1[CH:61]([CH2:63][OH:64])[O:62]1.[F:32][c:33]1[n:34][c:35](-[c:40]2[cH:41][cH:42][c:43]([O:46][CH2:47][CH2:48][CH2:49][CH2:50][CH2:51][CH2:52][CH2:53][CH3:54])[cH:44][cH:45]2)[cH:36][cH:37][c:38]1[OH:39].[O:1]=[C:2]([O:3][CH2:4][CH3:5])[N:6]=[N:7][C:8]([O:9][CH2:10][CH3:11])=[O:12].[O:65]1[CH2:66][CH2:67][CH2:68][CH2:69]1.[c:13]1([P:14]([c:15]2[cH:16][cH:17][cH:18][cH:19][cH:20]2)[c:21]2[cH:22][cH:23][cH:24][cH:25][cH:26]2)[cH:27][cH:28][cH:29][cH:30][cH:31]1>>[F:32][c:33]1[n:34][c:35](-[c:40]2[cH:41][cH:42][c:43]([O:46][CH2:47][CH2:48][CH2:49][CH2:50][CH2:51][CH2:52][CH2:53][CH3:54])[cH:44][cH:45]2)[cH:36][cH:37][c:38]1[O:39][CH2:63][CH:61]1[CH:60]([CH2:55][CH2:56][CH2:57][CH2:58][CH3:59])[O:62]1. Starting materials: Cl (hydrochloric acid), BrC(C(=O)OC)CC1=CC=C(C=C1)OCC(CO)C1=NC=C(C=C1)CC (methyl 2-bromo-3-{4-[2-(5-ethyl-2-pyridyl)-3-hydroxypropoxy]phenyl}propionate), NC(=S)N (thiourea), C(C)(=O)[O-].[Na+] (sodium acetate). Run in C(C)O (ethanol). The product is C(C)C=1C=CC(=NC1)C(COC1=CC=C(CC2C(NC(S2)=O)=O)C=C1)CO (5-{4-[2-(5-ethyl-2-pyridyl)-3-hydroxypropoxy]benzyl}-2,4-thiazolidinedione). As a reaction SMILES: Br[CH:2]([CH2:7][C:8]1[CH:13]=[CH:12][C:11]([O:14][CH2:15][CH:16]([C:19]2[CH:24]=[CH:23][C:22]([CH2:25][CH3:26])=[CH:21][N:20]=2)[CH2:17][OH:18])=[CH:10][CH:9]=1)[C:3]([O:5]C)=O.[NH2:27][C:28](N)=[S:29].C([O-])(=[O:33])C.[Na+].Cl>C(O)C>[CH2:25]([C:22]1[CH:23]=[CH:24][C:19]([CH:16]([CH2:17][OH:18])[CH2:15][O:14][C:11]2[CH:12]=[CH:13][C:8]([CH2:7][CH:2]3[S:29][C:28](=[O:33])[NH:27][C:3]3=[O:5])=[CH:9][CH:10]=2)=[N:20][CH:21]=1)[CH3:26] |f:2.3|. Procedure: A mixture of methyl 2-bromo-3-{4-[2-(5-ethyl-2-pyridyl)-3-hydroxypropoxy]phenyl}propionate (12.2 g), thiourea (2.2 g), sodium acetate (2.4 g) and ethanol (100 ml) was heated under reflux for 3 hours, and 3N-hydrochloric acid (100 ml) was added to the mixture, followed by heating under reflux for 12 hours. After concentration, the reaction mixture was neutralized with aqueous sodium hydrogencarbonate solution and extracted with ethyl acetate. The ethyl acetate layer was washed with water, dried (... The reactants are ICC1(OC2=C(C1)C(=C(C(=C2C)C)NC=O)C)C (N-[2,3-dihydro-2-(iodomethyl)-2,4,6,7-tetramethylbenzofuran-5-yl]formamide), Cl (hydrochloric acid), C([O-])(O)=O.[Na+] (sodium bicarbonate). Run in CO (methanol), O (water), C(C)(=O)OCC (ethyl acetate). Yields the product ICC1(OC2=C(C1)C(=C(C(=C2C)C)N)C)C (2,3-Dihydro-2-(iodomethyl)-2,4,6,7-tetramethyl-5-benzofuranamine). The yield is 91.8%. Reaction SMILES: [I:1][CH2:2][C:3]1([CH3:18])[CH2:7][C:6]2[C:8]([CH3:17])=[C:9]([NH:14]C=O)[C:10]([CH3:13])=[C:11]([CH3:12])[C:5]=2[O:4]1.Cl.C(=O)(O)[O-].[Na+]>CO.O.C(OCC)(=O)C>[I:1][CH2:2][C:3]1([CH3:18])[CH2:7][C:6]2[C:8]([CH3:17])=[C:9]([NH2:14])[C:10]([CH3:13])=[C:11]([CH3:12])[C:5]=2[O:4]1 |f:2.3|. Procedure details: To a solution of N-[2,3-dihydro-2-(iodomethyl)-2,4,6,7-tetramethylbenzofuran-5-yl]formamide (6.5 g) in methanol (40 mL) was added conc. hydrochloric acid (10 mL). The mixture was refluxed for 1.5 hours under nitrogen atmosphere, and poured into a suspension of sodium bicarbonate (12 g) in water and ethyl acetate The organic layer was separated and the aqueous layer was extracted with ethyl acetate. The combined organic layer was washed with water and saturated aqueous sodium chloride, dried over... Run in CN(C)C=O (DMF). Product: CC1=CC=CC=2SC=C(C21)CN2C(N(C1=C2C=CC=C1)CCC1=NN=NN1)=O (1-(4-Methyl-benzo[b]thiophen-3-ylmethyl)-3-[2-(1H-tetrazol-5-yl)-ethyl]-1,3-dihydro-benzimidazol-2-one). Isolated yield 22.6%. Starting materials: O (water), N(=[N+]=[N-])[Si](C)(C)C (azidotrimethylsilane), C(CCC)[Sn](CCCC)=O (dibutyltin oxide), CC1=CC=CC=2SC=C(C21)CN2C(N(C1=C2C=CC=C1)CCC#N)=O (3-[3-(4-Methyl-benzo[b]thiophen-3-ylmethyl)-2-oxo-2,3-dihydro-benzimidazol-1-yl]-propionitrile), N(=[N+]=[N-])[Si](C)(C)C (azidotrimethylsilane), C(CCC)[Sn](CCCC)=O (dibutyltin oxide). Reaction conditions: temperature 150 celsius. RXN SMILES: [CH3:1][C:2]1[C:10]2[C:9]([CH2:11][N:12]3[C:16]4[CH:17]=[CH:18][CH:19]=[CH:20][C:15]=4[N:14]([CH2:21][CH2:22][C:23]#[N:24])[C:13]3=[O:25])=[CH:8][S:7][C:6]=2[CH:5]=[CH:4][CH:3]=1.[N:26]([Si](C)(C)C)=[N+:27]=[N-:28].C([Sn](=O)CCCC)CCC.O>CN(C=O)C>[CH3:1][C:2]1[C:10]2[C:9]([CH2:11][N:12]3[C:16]4[CH:17]=[CH:18][CH:19]=[CH:20][C:15]=4[N:14]([CH2:21][CH2:22][C:23]4[NH:28][N:27]=[N:26][N:24]=4)[C:13]3=[O:25])=[CH:8][S:7][C:6]=2[CH:5]=[CH:4][CH:3]=1. Procedure details: 3-[3-(4-Methyl-benzo[b]thiophen-3-ylmethyl)-2-oxo-2,3-dihydro-benzimidazol-1-yl]-propionitrile (58 mg, 0.17 mmol), azidotrimethylsilane (0.047 mL, 0.33 mmol) and dibutyltin oxide (4.2 mg, 0.017 mmol) are dissolved in dry DMF (2.0 mL) in microwave vial. It is then heated at 150° C. for 2 hrs in microwave reactor. Then another 0.05 mL of azidotrimethylsilane and 4.0 mg of dibutyltin oxide are added and the mixture is heated for another 2 hr at 150° C. in microwave reactor. Then water (2 mL) is add... Starting materials: F[B-](F)(F)F, CCN(C(C)C)C(C)C, CC(Oc1ccccc1C(=O)O)C(F)(F)F, c1cc2c(cc1C1CCOCC1)CNC2, CN(C)C=O, CN(C)C(On1nnc2ccccc21)=[N+](C)C. Yields the product CC(Oc1ccccc1C(=O)N1Cc2ccc(C3CCOCC3)cc2C1)C(F)(F)F. Reaction SMILES: [B-:17]([F:18])([F:19])([F:20])[F:21].[CH2:39]([N:40]([CH:41]([CH3:42])[CH3:43])[CH:44]([CH3:45])[CH3:46])[CH3:47].[F:1][C:2]([CH:3]([O:4][c:5]1[c:6]([C:7](=[O:8])[OH:9])[cH:10][cH:11][cH:12][cH:13]1)[CH3:14])([F:15])[F:16].[O:48]1[CH2:49][CH2:50][CH:51]([c:54]2[cH:55][c:56]3[c:60]([cH:61][cH:62]2)[CH2:59][NH:58][CH2:57]3)[CH2:52][CH2:53]1.[O:63]=[CH:64][N:65]([CH3:66])[CH3:67].[n:22]1([O:23][C:24]([N:25]([CH3:26])[CH3:27])=[N+:28]([CH3:29])[CH3:30])[c:31]2[cH:32][cH:33][cH:34][cH:35][c:36]2[n:37][n:38]1>>[F:1][C:2]([CH:3]([O:4][c:5]1[c:6]([C:7](=[O:9])[N:58]2[CH2:57][c:56]3[cH:55][c:54]([CH:51]4[CH2:50][CH2:49][O:48][CH2:53][CH2:52]4)[cH:62][cH:61][c:60]3[CH2:59]2)[cH:10][cH:11][cH:12][cH:13]1)[CH3:14])([F:15])[F:16]. RXN SMILES: [C:1]([O:4][C@H:5]1[C@@H:31]2[O:32][C@@H:30]2[C@@:29]2([CH3:33])[C:7](=[CH:8][C@@H:9]([OH:35])[C@@H:10]3[C@@H:28]2[CH2:27][CH2:26][C@@:25]2([CH3:34])[C@H:11]3[CH2:12][CH2:13][C@@H:14]2[CH:15]([CH:17]2[O:22][CH2:21][C:20]([CH3:24])([CH3:23])[CH2:19][O:18]2)[CH3:16])[CH2:6]1)(=[O:3])[CH3:2].N1C=CC=CC=1.C(Cl)Cl.[C:45](Cl)(=[O:48])[O:46][CH3:47]>C(OCC)(=O)C.CCCCCC>[C:1]([O:4][C@H:5]1[C@@H:31]2[O:32][C@@H:30]2[C@@:29]2([CH3:33])[C:7](=[CH:8][C@@H:9]([O:35][C:45]([O:46][CH3:47])=[O:48])[C@@H:10]3[C@@H:28]2[CH2:27][CH2:26][C@@:25]2([CH3:34])[C@H:11]3[CH2:12][CH2:13][C@@H:14]2[CH:15]([CH:17]2[O:18][CH2:19][C:20]([CH3:23])([CH3:24])[CH2:21][O:22]2)[CH3:16])[CH2:6]1)(=[O:3])[CH3:2] |f:4.5|. The solvent is C(C)(=O)OCC.CCCCCC (ethyl acetate hexane). Product: C(C)(=O)O[C@@H]1CC2=C[C@H]([C@H]3[C@@H]4CC[C@H](C(C)C5OCC(CO5)(C)C)[C@]4(CC[C@@H]3[C@]2([C@@H]2[C@H]1O2)C)C)OC(=O)OC (20-(5,5-dimethyl-1,3-dioxan-2-yl)-1α,2α-epoxy-7α-methoxycarbonyloxypregn-5-en-3β-yl acetate). Reactants: C(C)(=O)O[C@@H]1CC2=C[C@H]([C@H]3[C@@H]4CC[C@H](C(C)C5OCC(CO5)(C)C)[C@]4(CC[C@@H]3[C@]2([C@@H]2[C@H]1O2)C)C)O (20-(5,5-dimethyl-1,3-dioxan-2-yl)-1α,2α-epoxy-7αhydroxypregn-5-en-3β-yl acetate), N1=CC=CC=C1 (pyridine), C(Cl)Cl (methylene chloride), C(OC)(=O)Cl (methyl chlorocarbonate). Run at time 8 hour. Reported procedure: To a mixture of 49.0 mg (0.1 mmole) of 20-(5,5-dimethyl-1,3-dioxan-2-yl)-1α,2α-epoxy-7αhydroxypregn-5-en-3β-yl acetate, 0.24 ml (3 mmoles) of pyridine and 10 ml of dry methylene chloride was added 0.1 ml (1.3 mmoles) of methyl chlorocarbonate dropwise at a temperature of 0° C. and the mixture was stirred at room temperature for 8 hours. The reaction mixture was washed with cold 1N-hydrochloric acid and the aqueous layer (washings) was extracted with methylene chloride. The extract was combined w... The yield is 79.9%. The reactants are Clc1nc(Nc2cc[nH]n2)cc2ccccc12, OB(O)c1ccc(F)cc1F. Product: Fc1ccc(-c2nc(Nc3cc[nH]n3)cc3ccccc23)c(F)c1. RXN SMILES: [Cl:1][c:2]1[n:3][c:4]([NH:12][c:13]2[n:14][nH:15][cH:16][cH:17]2)[cH:5][c:6]2[cH:7][cH:8][cH:9][cH:10][c:11]12.[F:18][c:19]1[c:20]([B:26]([OH:27])[OH:28])[cH:21][cH:22][c:23]([F:25])[cH:24]1>>[c:2]1(-[c:20]2[c:19]([F:18])[cH:24][c:23]([F:25])[cH:22][cH:21]2)[n:3][c:4]([NH:12][c:13]2[n:14][nH:15][cH:16][cH:17]2)[cH:5][c:6]2[cH:7][cH:8][cH:9][cH:10][c:11]12.